describe an organic reaction: reactants, conditions, products, and yield From a dataset of the Open Reaction Database (ORD), a public repository of structured organic reaction records. Reactants: CO (methanol), C(CC1=CC=CC=C1)C1=CC(=C(C(=O)O)C=C1)NC(C\C=C\C1=CC=CC=C1)=O (4-phenethyl-2-((E)-4-phenyl-3-butenamido)benzoic acid). The reagents and catalysts are [C].[Pd] (palladium-carbon). Run in C(C)(=O)OCC (ethyl acetate). Reaction conditions: time 30 minute. Product: C(CC1=CC=CC=C1)C1=CC(=C(C(=O)O)C=C1)NC(CCCC1=CC=CC=C1)=O (4-phenethyl-2-(4-phenylbutanamido)benzoic acid). RXN SMILES: CO.[CH2:3]([C:11]1[CH:19]=[CH:18][C:14]([C:15]([OH:17])=[O:16])=[C:13]([NH:20][C:21](=[O:31])[CH2:22]/[CH:23]=[CH:24]/[C:25]2[CH:30]=[CH:29][CH:28]=[CH:27][CH:26]=2)[CH:12]=1)[CH2:4][C:5]1[CH:10]=[CH:9][CH:8]=[CH:7][CH:6]=1>[C].[Pd].C(OCC)(=O)C>[CH2:3]([C:11]1[CH:19]=[CH:18][C:14]([C:15]([OH:17])=[O:16])=[C:13]([NH:20][C:21](=[O:31])[CH2:22][CH2:23][CH2:24][C:25]2[CH:30]=[CH:29][CH:28]=[CH:27][CH:26]=2)[CH:12]=1)[CH2:4][C:5]1[CH:6]=[CH:7][CH:8]=[CH:9][CH:10]=1 |f:2.3|. Reported procedure: 1.0 mg of 10% palladium-carbon was added to a mixed solution of 0.50 mL of methanol and 0.50 mL ethyl acetate containing 8.0 mg of 4-phenethyl-2-((E)-4-phenyl-3-butenamido)benzoic acid and stirred under hydrogen atmosphere at room temperature for 1 hour and 30 minutes. After insoluble were removed by filtration, the solvent was evaporated under reduced pressure and the obtained residue was purified with silica gel column chromatography [Flash Tube 2003 manufactured by Trikonex Company, eluent; e... The reactants are compound 116, N(=[N+]=[N-])C=1C=CC(=C(C1)C(=O)C1=C(C=C(C=C1)NC1=C(C=C(C=C1)Cl)C)Cl)C ((5-Azido-2-methyl-phenyl)-[2-chloro-4-(4-chloro-2-methyl-phenylamino)-phenyl]-methanone), C(CC#C)O (but-3-yn-1-ol). Product: ClC1=C(C=CC(=C1)NC1=C(C=C(C=C1)Cl)C)C(=O)C1=C(C=CC(=C1)N1N=NC(=C1)CCO)C ([2-Chloro-4-(4-chloro-2-methyl-phenylamino)-phenyl]-{5-[4-(2-hydroxy-ethyl)-[1,2,3]triazol-1-yl]-2-methyl-phenyl}-methanone). Reaction SMILES: [N:1]([C:4]1[CH:5]=[CH:6][C:7]([CH3:28])=[C:8]([C:10]([C:12]2[CH:17]=[CH:16][C:15]([NH:18][C:19]3[CH:24]=[CH:23][C:22]([Cl:25])=[CH:21][C:20]=3[CH3:26])=[CH:14][C:13]=2[Cl:27])=[O:11])[CH:9]=1)=[N+:2]=[N-:3].[CH2:29]([OH:33])[CH2:30][C:31]#[CH:32]>>[Cl:27][C:13]1[CH:14]=[C:15]([NH:18][C:19]2[CH:24]=[CH:23][C:22]([Cl:25])=[CH:21][C:20]=2[CH3:26])[CH:16]=[CH:17][C:12]=1[C:10]([C:8]1[CH:9]=[C:4]([N:1]2[CH:32]=[C:31]([CH2:30][CH2:29][OH:33])[N:3]=[N:2]2)[CH:5]=[CH:6][C:7]=1[CH3:28])=[O:11]. Reported procedure: The reaction was carried out similarly as described in the preparation of compound 116, using compound 445 (0.03 mmol) and but-3-yn-1-ol (0.06 mmol). The crude product was purified by continuous gradient flash chromatography using EtOAc/petroleum ether (40-60) 30:70 to 100:0 as the eluent to afford the title compound. 13C NMR (CDCl3) δ 194.7, 149.5, 146.2, 141.1, 138.2, 136.4, 135.7, 134.7, 134.1, 132.6, 131.2, 130.8, 127.4, 127.2, 125.6, 122.1, 120.7, 120.1, 115.8, 112.4, 61.5, 28.6, 19.9, 17.9 The reactants are BrB(Br)Br, COc1cccc2scnc12, ClCCl. Yields the product Oc1cccc2scnc12. Reaction SMILES: [B:1]([Br:2])([Br:3])[Br:4].[CH3:5][O:6][c:7]1[cH:8][cH:9][cH:10][c:11]2[c:12]1[n:13][cH:14][s:15]2.[Cl:16][CH2:17][Cl:18]>>[OH:6][c:7]1[cH:8][cH:9][cH:10][c:11]2[c:12]1[n:13][cH:14][s:15]2. The reactants are CCOC(=O)N1CCN(C2Cc3cc(Br)ccc3Sc3ccccc32)CC1, Cl, [K+], [OH-], O, OCCO. Product: Brc1ccc2c(c1)CC(N1CCNCC1)c1ccccc1S2. RXN SMILES: [C:2]([O:3][CH2:4][CH3:5])(=[O:6])[N:7]1[CH2:8][CH2:9][N:10]([CH:13]2[CH2:14][c:15]3[c:16]([cH:24][cH:25][c:26]([Br:28])[cH:27]3)[S:17][c:18]3[c:19]2[cH:20][cH:21][cH:22][cH:23]3)[CH2:11][CH2:12]1.[ClH:1].[K+:34].[OH-:33].[OH2:35].[OH:29][CH2:30][CH2:31][OH:32]>>[NH:7]1[CH2:8][CH2:9][N:10]([CH:13]2[CH2:14][c:15]3[c:16]([cH:24][cH:25][c:26]([Br:28])[cH:27]3)[S:17][c:18]3[c:19]2[cH:20][cH:21][cH:22][cH:23]3)[CH2:11][CH2:12]1. Reaction SMILES: [CH3:14][CH2:15][OH:16].[NH2:12][OH:13].[OH:1][CH2:2][c:3]1[cH:4][cH:5][cH:6][c:7]([C:9]([CH3:10])=[O:11])[n:8]1>>[OH:1][CH2:2][c:3]1[cH:4][cH:5][cH:6][c:7]([C:9]([CH3:10])=[N:12][OH:13])[n:8]1. Starting materials: CCO, NO, CC(=O)c1cccc(CO)n1. Product: CC(=NO)c1cccc(CO)n1. Reactants: CC1OC=2C(=CC3=C(N=C(N3)S)C2)O1 (2-methyl-5H-1,3-dioxolo-(4,5-f)benzimidazole-6-thiol), [OH-].[Na+] (sodium hydroxide), Cl.CC=1C=CC(=NC1)CCl (5-methyl-2-chloromethylpyridine hydrochloride). Solvent: O (water), alcohol. Run at time 30 minute. Yields the product CC1OC=2C(=CC3=C(N=C(N3)SCC3=NC=C(C=C3)C)C2)O1 (2-methyl-6-[[(5-methyl-2-pyridyl)methyl]-thio]-5H-1,3-dioxolo(4,5-f)benzimidazole). Isolated yield 81.8%. Reaction SMILES: [CH3:1][CH:2]1[O:14][C:5]2=[CH:6][C:7]3[NH:11][C:10]([SH:12])=[N:9][C:8]=3[CH:13]=[C:4]2[O:3]1.[OH-].[Na+].Cl.[CH3:18][C:19]1[CH:20]=[CH:21][C:22]([CH2:25]Cl)=[N:23][CH:24]=1>O>[CH3:1][CH:2]1[O:3][C:4]2=[CH:13][C:8]3[NH:9][C:10]([S:12][CH2:25][C:22]4[CH:21]=[CH:20][C:19]([CH3:18])=[CH:24][N:23]=4)=[N:11][C:7]=3[CH:6]=[C:5]2[O:14]1 |f:1.2,3.4|. Procedure details: To 3.9 g of 2-methyl-5H-1,3-dioxolo-(4,5-f)benzimidazole-6-thiol, suspended in 60 ml of alcohol, were added dropwise while stirring 1.57 g of sodium hydroxide in 30 ml of water and, after 30 minutes, there were added 3.44 g of 5-methyl-2-chloromethylpyridine hydrochloride. The mixture was left to boil at reflux overnight, then evaporated and the residue was taken up in 500 ml of ethyl acetate. This was washed with 100 ml of sodium hydroxide three times with 100 ml of water, dried over sodium sul... The reactants are O=C([O-])[O-], [K+], [K+], CC(C)(C)c1cccc2c1CCC(N)C2O[SiH](c1ccccc1)c1ccccc1, CN(C)C=O, BrCc1nc(-c2ccccc2)c(-c2ccccc2)o1. Product: CC(C)(C)c1cccc2c1CCC(NCc1nc(-c3ccccc3)c(-c3ccccc3)o1)C2O[SiH](c1ccccc1)c1ccccc1. RXN SMILES: [C:49](=[O:50])([O-:51])[O-:52].[K+:53].[K+:54].[NH2:1][CH:2]1[CH:3]([O:16][SiH:17]([c:18]2[cH:19][cH:20][cH:21][cH:22][cH:23]2)[c:24]2[cH:25][cH:26][cH:27][cH:28][cH:29]2)[c:4]2[cH:5][cH:6][cH:7][c:8]([C:12]([CH3:13])([CH3:14])[CH3:15])[c:9]2[CH2:10][CH2:11]1.[O:55]=[CH:56][N:57]([CH3:58])[CH3:59].[c:30]1(-[c:36]2[n:37][c:38]([CH2:47][Br:48])[o:39][c:40]2-[c:41]2[cH:42][cH:43][cH:44][cH:45][cH:46]2)[cH:31][cH:32][cH:33][cH:34][cH:35]1>>[NH:1]([CH:2]1[CH:3]([O:16][SiH:17]([c:18]2[cH:19][cH:20][cH:21][cH:22][cH:23]2)[c:24]2[cH:25][cH:26][cH:27][cH:28][cH:29]2)[c:4]2[cH:5][cH:6][cH:7][c:8]([C:12]([CH3:13])([CH3:14])[CH3:15])[c:9]2[CH2:10][CH2:11]1)[CH2:47][c:38]1[n:37][c:36](-[c:30]2[cH:31][cH:32][cH:33][cH:34][cH:35]2)[c:40](-[c:41]2[cH:42][cH:43][cH:44][cH:45][cH:46]2)[o:39]1. Reactants: CCC(=C(c1ccccc1)c1ccc(C=CC(=O)O)cc1)c1ccccc1, NS(=O)(=O)c1ccccc1. Product: CCC(=C(c1ccccc1)c1ccc(C=CC(=O)NS(=O)(=O)c2ccccc2)cc1)c1ccccc1. Reaction SMILES: [c:1]1([C:7](=[C:8]([CH2:9][CH3:10])[c:11]2[cH:12][cH:13][cH:14][cH:15][cH:16]2)[c:17]2[cH:18][cH:19][c:20]([CH:23]=[CH:24][C:25](=[O:26])[OH:27])[cH:21][cH:22]2)[cH:2][cH:3][cH:4][cH:5][cH:6]1.[c:28]1([S:34](=[O:35])(=[O:36])[NH2:37])[cH:29][cH:30][cH:31][cH:32][cH:33]1>>[c:1]1([C:7](=[C:8]([CH2:9][CH3:10])[c:11]2[cH:12][cH:13][cH:14][cH:15][cH:16]2)[c:17]2[cH:18][cH:19][c:20]([CH:23]=[CH:24][C:25](=[O:26])[NH:37][S:34]([c:28]3[cH:29][cH:30][cH:31][cH:32][cH:33]3)(=[O:35])=[O:36])[cH:21][cH:22]2)[cH:2][cH:3][cH:4][cH:5][cH:6]1. Reactants: C(C)(C)(C)OC(N[C@@H]1C[C@H](CC1)N1N=NC2=CN=C3NC=CC3=C12)=O (racemic trans [3-(6H-1,2,3,5,6-pentaaza-as-indacen-1-yl)-cyclopentyl]-carbamic acid tert-butyl ester), FC(C(=O)O)(F)F (trifluoroacetic acid), O (water). The solvent is C(Cl)Cl (DCM). Reaction conditions: time 5 hour. The product is N1(N=NC2=CN=C3NC=CC3=C12)[C@@H]1C[C@H](CC1)N (racemic trans 3-(6H-1,2,3,5,6-pentaaza-as-indacen-1-yl)-cyclopentylamine). Isolated yield 92.0%. RXN SMILES: C(OC(=O)[NH:7][C@H:8]1[CH2:12][CH2:11][C@H:10]([N:13]2[C:24]3[C:16](=[CH:17][N:18]=[C:19]4[C:23]=3[CH:22]=[CH:21][NH:20]4)[N:15]=[N:14]2)[CH2:9]1)(C)(C)C.FC(F)(F)C(O)=O.O>C(Cl)Cl>[N:13]1([C@H:10]2[CH2:11][CH2:12][C@H:8]([NH2:7])[CH2:9]2)[C:24]2[C:16](=[CH:17][N:18]=[C:19]3[C:23]=2[CH:22]=[CH:21][NH:20]3)[N:15]=[N:14]1. Procedure details: A mixture of racemic trans [3-(6H-1,2,3,5,6-pentaaza-as-indacen-1-yl)-cyclopentyl]-carbamic acid tert-butyl ester (900 mg, 2.63 mmol), trifluoroacetic acid (5 mL), water (50.0 μL) and DCM (10 mL) was stirred at ambient temperature for 5 hours. The solvents were removed in vacuo and the resulting residue purified by column chromatography (SCX-2, gradient: methanol to 2M NH3 in methanol) to give 586 mg (92%) of racemic trans 3-(6H-1,2,3,5,6-pentaaza-as-indacen-1-yl)-cyclopentylamine as a white foa...